Task: describe an organic reaction: reactants, conditions, products, and yield. Dataset: the Open Reaction Database (ORD), a public repository of structured organic reaction records Reactants: OCC(CCN1C2=NC(=NC=C2N=C1NC(C1=CC=CC=C1)(C1=CC=CC=C1)C1=CC=CC=C1)OC)CO (9-(4-hydroxy-3-hydroxymethylbut-1-yl)-2-monomethoxytritylaminopurine), N1=CC=CC=C1 (pyridine), C([O-])(O)=O.[Na+] (sodium bicarbonate), ice, P(=O)(Cl)(Cl)Cl (phosphorus oxychloride), N1=CC=CC=C1 (pyridine). Run in O (water). Conditions: time 20 minute. Yields the product NC1=NC=C2N=CN(C2=N1)CCC(CO)CO (2-amino-9-(4-hydroxy-3-hydroxymethylbut-1-yl)purine), 4"-phosphate. Isolated yield 75.0%. Reaction SMILES: P(Cl)(Cl)(Cl)=O.[OH:6][CH2:7][CH:8]([CH2:42][OH:43])[CH2:9][CH2:10][N:11]1[C:19](NC(C2C=CC=CC=2)(C2C=CC=CC=2)C2C=CC=CC=2)=[N:18][C:17]2[C:12]1=[N:13][C:14](OC)=[N:15][CH:16]=2.C(=O)(O)[O-].[Na+].[N:49]1C=CC=CC=1>O>[NH2:49][C:14]1[N:13]=[C:12]2[C:17]([N:18]=[CH:19][N:11]2[CH2:10][CH2:9][CH:8]([CH2:7][OH:6])[CH2:42][OH:43])=[CH:16][N:15]=1 |f:2.3|. Reported procedure: To an ice-cooled solution of phosphorus oxychloride (93 μl, 1.0 mmol) in pyridine (2 ml) was added dropwise over 45 minutes a solution of 9-(4-hydroxy-3-hydroxymethylbut-1-yl)-2-monomethoxytritylaminopurine (0.46 g, 0.9 mmol) in pyridine (4 ml). The solution was stirred for a further 20 minutes at room temperature and was then added dropwise to a solution of sodium bicarbonate (0.34 g, 4.0 mmol) in water (6 ml). The solvent was removed and the residue was taken up in 80% acetic acid (9 ml) and t... Reaction SMILES: [CH3:1][NH:2][C:3](=[S:4])[CH:5]1[CH:6]([OH:20])[C:7]([CH3:18])([CH3:19])[O:8][c:9]2[c:10]1[cH:11][c:12]([N+:15](=[O:16])[O-:17])[cH:13][cH:14]2.[CH3:33][c:34]1[cH:35][cH:36][cH:37][cH:38][cH:39]1.[OH2:21].[c:22]1([CH3:23])[cH:24][cH:25][c:26]([S:27]([OH:28])(=[O:29])=[O:30])[cH:31][cH:32]1>>[CH3:1][NH:2][C:3](=[S:4])[C:5]1=[CH:6][C:7]([CH3:18])([CH3:19])[O:8][c:9]2[c:10]1[cH:11][c:12]([N+:15](=[O:16])[O-:17])[cH:13][cH:14]2. Yields the product CNC(=S)C1=CC(C)(C)Oc2ccc([N+](=O)[O-])cc21. The reactants are CNC(=S)C1c2cc([N+](=O)[O-])ccc2OC(C)(C)C1O, Cc1ccccc1, O, Cc1ccc(S(=O)(=O)O)cc1. Reactants: CC(C)c1cc(C#N)cc2nc(-c3ccc(C(=O)O)cc3)oc12, NCC1COc2ccccc2OC1. The product is CC(C)c1cc(C#N)cc2nc(-c3ccc(C(=O)NCC4COc5ccccc5OC4)cc3)oc12. RXN SMILES: [C:1](#[N:2])[c:3]1[cH:4][c:5]([CH:21]([CH3:22])[CH3:23])[c:6]2[c:7]([n:8][c:9](-[c:11]3[cH:12][cH:13][c:14]([C:15](=[O:16])[OH:17])[cH:18][cH:19]3)[o:10]2)[cH:20]1.[O:24]1[CH2:25][CH:26]([CH2:35][NH2:36])[CH2:27][O:28][c:29]2[c:30]1[cH:31][cH:32][cH:33][cH:34]2>>[C:1](#[N:2])[c:3]1[cH:4][c:5]([CH:21]([CH3:22])[CH3:23])[c:6]2[c:7]([n:8][c:9](-[c:11]3[cH:12][cH:13][c:14]([C:15](=[O:17])[NH:36][CH2:35][CH:26]4[CH2:25][O:24][c:30]5[c:29]([cH:34][cH:33][cH:32][cH:31]5)[O:28][CH2:27]4)[cH:18][cH:19]3)[o:10]2)[cH:20]1. Reactants: FC1=CC=C2C(=NNC2=C1)C1CCNCC1 (6-fluoro-3-(4-piperidinyl)-1H-indazole), C(=O)([O-])[O-].[K+].[K+] (K2CO3), ClCCCOC1=C(C=C(C=C1)C(C)=O)OC (1-[4-(3chloropropoxy)-3-methoxyphenyl]ethanone). Solvent: O (water). Product: FC1=CC=C2C(=NNC2=C1)C1CCN(CC1)CCCOC1=C(C=C(C=C1)C(C)=O)OC (1-[4-[3-[4-(6-Fluoro-1H-indazol-3-yl)-1-piperidinyl]propoxy]-3-methoxyphenyl]-ethanone). Yield: 80.8%. RXN SMILES: [F:1][C:2]1[CH:10]=[C:9]2[C:5]([C:6]([CH:11]3[CH2:16][CH2:15][NH:14][CH2:13][CH2:12]3)=[N:7][NH:8]2)=[CH:4][CH:3]=1.C([O-])([O-])=O.[K+].[K+].Cl[CH2:24][CH2:25][CH2:26][O:27][C:28]1[CH:33]=[CH:32][C:31]([C:34](=[O:36])[CH3:35])=[CH:30][C:29]=1[O:37][CH3:38]>O>[F:1][C:2]1[CH:10]=[C:9]2[C:5]([C:6]([CH:11]3[CH2:16][CH2:15][N:14]([CH2:24][CH2:25][CH2:26][O:27][C:28]4[CH:33]=[CH:32][C:31]([C:34](=[O:36])[CH3:35])=[CH:30][C:29]=4[O:37][CH3:38])[CH2:13][CH2:12]3)=[N:7][NH:8]2)=[CH:4][CH:3]=1 |f:1.2.3|. Procedure: A stirred mixture of 6-fluoro-3-(4-piperidinyl)-1H-indazole (3.5 g, 16 mmol), K2CO3 (2.2 g), 1-[4-(3chloropropoxy)-3-methoxyphenyl]ethanone (3.8 g, 16 mmol) acetonitrile (90 ml) was refluxed for 16 hours. The reaction was poured into water and the resulting white solid, which precipitated from solution, was collected to afford 5.5 g of the desired product. The compound was recrystallized from dimethylformamide (twice) to afford 3.0 g (44%) of 1-[4-[3-[4-(6-fluoro-1H-indazol-3-yl)-1-piperidinyl]p... The reactants are C(=O)[O-].[NH4+] (ammonium formate), C(=O)[O-].[NH4+] (Ammonium formate), CC=1N=CN(C1)C1=CC=C(C=C1)[N+](=O)[O-] (4-methyl-1-(4-nitrophenyl)-1H-imidazole), intermediate 93. Reagents/catalysts: [Pd] (palladium). Run in C(C)O (ethanol). Product: CC=1N=CN(C1)C1=CC=C(N)C=C1 (4-(4-methyl-1H-imidazol-1-yl)aniline). Isolated yield 90.0%. Reaction SMILES: C([O-])=O.[NH4+].[CH3:5][C:6]1[N:7]=[CH:8][N:9]([C:11]2[CH:16]=[CH:15][C:14]([N+:17]([O-])=O)=[CH:13][CH:12]=2)[CH:10]=1>C(O)C.[Pd]>[CH3:5][C:6]1[N:7]=[CH:8][N:9]([C:11]2[CH:16]=[CH:15][C:14]([NH2:17])=[CH:13][CH:12]=2)[CH:10]=1 |f:0.1|. Reported procedure: Ammonium formate (2.202 g, 34.9 mmol) and palladium (10% w/w on carbon, 50% wet, 0.473 g, 4.44 mmol) were added to a solution of 4-methyl-1-(4-nitrophenyl)-1H-imidazole (for a preparation see intermediate 93) (4.73 g, 23.28 mmol) in ethanol (150 mL) and the resulting mixture was refluxed under nitrogen for 1 h then cooled to room temperature. An extra portion of ammonium formate (2.202 g, 34.9 mmol) was then added and the resulting mixture was refluxed for a further hour then cooled to room temp...